Dataset: the Open Reaction Database (ORD), a public repository of structured organic reaction records. Task: describe an organic reaction: reactants, conditions, products, and yield Starting materials: NC1=NC=C(C(=O)O)C=C1C=1SC2=C(C1)C=C(C=C2)NC(=O)NC2=CC(=CC=C2)C (6-amino-5-[5-({[(3-methylphenyl)amino]carbonyl}amino)-1-benzothien-2-yl]nicotinic acid), Cl.NCCCCCC(=O)OC (methyl 6-aminohexanoate hydrochloride), CCN=C=NCCCN(C)C (EDCI). Reagents/catalysts: CN(C)C=1C=CN=CC1 (DMAP). Solvent: ClCCCl (1,2-dichloroethane), C(C)(=O)OCC (ethyl acetate). Reaction conditions: temperature 50 celsius. The product is NC1=C(C=C(C=N1)C(=O)NCCCCCC(=O)OC)C=1SC2=C(C1)C=C(C=C2)NC(=O)NC2=CC(=CC=C2)C (methyl 6-[({6-amino-5-[5-({[(3-methylphenyl)amino]carbonyl}amino)-1-benzothien-2-yl]pyridin-3-yl}carbonyl)amino]hexanoate). Reaction SMILES: [NH2:1][C:2]1[C:10]([C:11]2[S:12][C:13]3[CH:19]=[CH:18][C:17]([NH:20][C:21]([NH:23][C:24]4[CH:29]=[CH:28][CH:27]=[C:26]([CH3:30])[CH:25]=4)=[O:22])=[CH:16][C:14]=3[CH:15]=2)=[CH:9][C:5]([C:6](O)=[O:7])=[CH:4][N:3]=1.Cl.[NH2:32][CH2:33][CH2:34][CH2:35][CH2:36][CH2:37][C:38]([O:40][CH3:41])=[O:39].CCN=C=NCCCN(C)C>CN(C1C=CN=CC=1)C.ClCCCl.C(OCC)(=O)C>[NH2:1][C:2]1[N:3]=[CH:4][C:5]([C:6]([NH:32][CH2:33][CH2:34][CH2:35][CH2:36][CH2:37][C:38]([O:40][CH3:41])=[O:39])=[O:7])=[CH:9][C:10]=1[C:11]1[S:12][C:13]2[CH:19]=[CH:18][C:17]([NH:20][C:21]([NH:23][C:24]3[CH:29]=[CH:28][CH:27]=[C:26]([CH3:30])[CH:25]=3)=[O:22])=[CH:16][C:14]=2[CH:15]=1 |f:1.2|. Procedure details: The reaction mixture of 6-amino-5-[5-({[(3-methylphenyl)amino]carbonyl}amino)-1-benzothien-2-yl]nicotinic acid (84 mg, 0.2 mmol, 1 eq), methyl 6-aminohexanoate hydrochloride (43.7 mg, 1.2 eq), DMAP (5 mg, 0.2 eq), and EDCI (46.1 mg, 1.2 eq) in anhydrous 1,2-dichloroethane (3 mL) was stirred and heated at 50° C. for 2 hours. It was then diluted with ethyl acetate, washed sequentially with aqueous NH4Cl, saturated aqueous NaHCO3, and brine, and dried with anhydrous sodium sulfate. The upper clear ... Starting materials: [N+](=O)([O-])C=1C=C(N)C=CC1 (3-Nitroaniline), ice, CN(C=1C=C(C(=O)Cl)C=CC1)C (3-dimethylaminobenzoyl chloride). Reagents/catalysts: CN(C1=CC=NC=C1)C (4-dimethylaminopyridine). The solvent is C(Cl)Cl (methylene chloride), C(Cl)Cl (methylene chloride), C(C)N(CC)CC (triethylamine). Run at time 72 hour. Product: [N+](=O)([O-])C=1C=C(C=CC1)NC(C1=CC(=CC=C1)N(C)C)=O (N-(3-nitrophenyl)-3-dimethylaminobenzamide). Isolated yield 99.9%. As a reaction SMILES: [N+:1]([C:4]1[CH:5]=[C:6]([CH:8]=[CH:9][CH:10]=1)[NH2:7])([O-:3])=[O:2].[CH3:11][N:12]([CH3:22])[C:13]1[CH:14]=[C:15]([CH:19]=[CH:20][CH:21]=1)[C:16](Cl)=[O:17]>C(Cl)Cl.CN(C)C1C=CN=CC=1.C(N(CC)CC)C>[N+:1]([C:4]1[CH:5]=[C:6]([NH:7][C:16](=[O:17])[C:15]2[CH:19]=[CH:20][CH:21]=[C:13]([N:12]([CH3:11])[CH3:22])[CH:14]=2)[CH:8]=[CH:9][CH:10]=1)([O-:3])=[O:2]. Procedure: 3-Nitroaniline (3.84 g) in methylene chloride (50 ml) was added dropwise to an ice-cooled solution of 3-dimethylaminobenzoyl chloride (9.74 g crude weight) and 4-dimethylaminopyridine (308 mg) in methylene chloride (30 ml) and triethylamine (8.8 ml). The reaction was stirred at ambient temperature for 72 hours and then partitioned between methylene chloride and saturated sodium bicarbonate. The organic phase was then washed with brine, dried over magnesium sulphate, filtered and evaporated to dr...